Dataset: the Open Reaction Database (ORD), a public repository of structured organic reaction records. Task: describe an organic reaction: reactants, conditions, products, and yield The reactants are OO (perhydrol), N (ammonia), C1(=CC=CC=C1)SC=1C=NC=CC1 (3-phenylthiopryidine), ice water. Run in C(C)(=O)O (acetic acid). Run at time 24 hour. Product: C1(=CC=CC=C1)S(=O)C=1C=NC=CC1 (3-(phenyl-sulphinyl)-pyridine). Isolated yield 83.0%. Reaction SMILES: [OH:1]O.[C:3]1([S:9][C:10]2[CH:11]=[N:12][CH:13]=[CH:14][CH:15]=2)[CH:8]=[CH:7][CH:6]=[CH:5][CH:4]=1.N>C(O)(=O)C>[C:3]1([S:9]([C:10]2[CH:11]=[N:12][CH:13]=[CH:14][CH:15]=2)=[O:1])[CH:8]=[CH:7][CH:6]=[CH:5][CH:4]=1. Procedure details: 23.6 g. 35% perhydrol is added dropwise to a solution of 44 g. 3-phenylthiopryidine in 200 ml. glacial acetic acid. The reaction mixture is stirred for 24 hours at ambient temperature and then poured into ice water. The mixture is rendered alkaline by adding aqueous ammonia, while cooling, and then extracted with dichloromethane. The extract is dried and evaporated and the residue is recrystallised from diisopropyl ether/ethyl acetate. There is obtained 3-(phenyl-sulphinyl)-pyridine in a yield o...